This data is from the Open Reaction Database (ORD), a public repository of structured organic reaction records. The task is: describe an organic reaction: reactants, conditions, products, and yield Starting materials: CO (methanol), CB1OC([C@H]2N1CCC2)(C2=CC=CC=C2)C2=CC=CC=C2.B ((S)-tetrahydro-1-methyl-3,3-diphenyl-1H,3H-pyrrolo[1,2-c]- [1,3,2]-oxazaborole borane), CC(=O)C1=CC(=CC=C1)[N+](=O)[O-] (3-nitroacetophenone). Run in C(Cl)Cl (CH2Cl2), C(Cl)Cl (CH2Cl2). Conditions: time 45 minute. Yields the product [N+](=O)([O-])C=1C=C(C=CC1)[C@@H](C)O ((R)-1-(3-nitrophenyl)ethanol). Isolated yield 96.7%. Reaction SMILES: CB1N2CCC[C@H]2C(C2C=CC=CC=2)(C2C=CC=CC=2)O1.B.[CH3:23][C:24]([C:26]1[CH:31]=[CH:30][CH:29]=[C:28]([N+:32]([O-:34])=[O:33])[CH:27]=1)=[O:25].CO>C(Cl)Cl>[N+:32]([C:28]1[CH:27]=[C:26]([C@H:24]([OH:25])[CH3:23])[CH:31]=[CH:30][CH:29]=1)([O-:34])=[O:33] |f:0.1|. Procedure: To a solution of (S)-tetrahydro-1-methyl-3,3-diphenyl-1H,3H-pyrrolo[1,2-c]- [1,3,2]-oxazaborole-borane (6.06 mmol) in CH2Cl2 (6 mL) at −20° C. was added a solution of 3-nitroacetophenone (6.06 mmol) in CH2Cl2 (6 mL) in a dropwise fashion over 30 min. The resulting mixture was stirred 45 min. longer then poured into cold methanol (−20° C.), and this mixture allowed to stir overnight while warming to room temperature. The mixture was then concentrated in vacuo then more methanol (100 mL) added and...